This data is from the Open Reaction Database (ORD), a public repository of structured organic reaction records. The task is: describe an organic reaction: reactants, conditions, products, and yield Starting materials: N1CCC(CC1)=O (4-piperidone), C(C)(=O)NC=1C=CC(=C(C(=O)N)C1)O (5-acetamido-2-hydroxybenzamide), N1CCOCC1 (morpholine). Solvent: CO (methanol), C(C)(=O)OCC (ethyl acetate). The product is N1CCC2(CC1)OC1=C(C(N2)=O)C=CC=C1 (spiro[2H-1,3-benzoxazin-2,4′-piperidin]-4-(3H)-one), 6-acetamido-1′-[4,8-dimethoxyquinoline-2-yl)carbonyl. The yield is 30.0%. RXN SMILES: [NH:1]1[CH2:6][CH2:5][C:4](=[O:7])[CH2:3][CH2:2]1.C(N[C:12]1[CH:13]=[CH:14][C:15](O)=[C:16]([CH:20]=1)[C:17]([NH2:19])=[O:18])(=O)C.N1CCOCC1>CO.C(OCC)(=O)C>[NH:1]1[CH2:6][CH2:5][C:4]2([NH:19][C:17](=[O:18])[C:16]3[CH:20]=[CH:12][CH:13]=[CH:14][C:15]=3[O:7]2)[CH2:3][CH2:2]1. Procedure: A mixture of 24 mg (0.077 mmol) of N-[4,8-dimethoxyquinoline-2-yl)carbonyl]-4-piperidone, 15 mg (0.077 mmol) of 5-acetamido-2-hydroxybenzamide, and 0.020 mL of morpholine in 3 mL of methanol is refluxed for 48 hr. The reaction mixture is diluted with ethyl acetate, and washed with water, brine, and dried over Na2SO4. After solvent removal by rotoevaporation, the crude product is purified by preparative TLC to give 11 mg (0.022 mmol, 30% yield) of 6-acetamido-1′-[4,8-dimethoxyquinoline-2-yl)carbo... Reactants: Cl.Cl.N12CC(C(CC1)CC2)N (racemic 1-azabicyclo[2.2.2]oct-3-ylamine dihydrochloride), FC(C1=C(C=CC=C1)/C=C/C(=O)O)(F)F (E-3-(2-trifluoromethylphenyl)propenoic acid). Yields the product N12CC(C(CC1)CC2)NC(\C=C\C2=C(C=CC=C2)C(F)(F)F)=O ((RS)-N-(1-Azabicyclo[2.2.2]oct-3-yl)[E-3-(2-trifluoromethylphenyl)propenamide]). RXN SMILES: Cl.Cl.[N:3]12[CH2:10][CH2:9][CH:6]([CH2:7][CH2:8]1)[CH:5]([NH2:11])[CH2:4]2.[F:12][C:13]([F:26])([F:25])[C:14]1[CH:19]=[CH:18][CH:17]=[CH:16][C:15]=1/[CH:20]=[CH:21]/[C:22](O)=[O:23]>>[N:3]12[CH2:10][CH2:9][CH:6]([CH2:7][CH2:8]1)[CH:5]([NH:11][C:22](=[O:23])/[CH:21]=[CH:20]/[C:15]1[CH:16]=[CH:17][CH:18]=[CH:19][C:14]=1[C:13]([F:25])([F:26])[F:12])[CH2:4]2 |f:0.1.2|. Procedure details: Prepared as a free base by a method analogous to that described in Example 1 from racemic 1-azabicyclo[2.2.2]oct-3-ylamine dihydrochloride and E-3-(2-trifluoromethylphenyl)propenoic acid; MS (ES+) 325 (MH+).